Dataset: the Open Reaction Database (ORD), a public repository of structured organic reaction records. Task: describe an organic reaction: reactants, conditions, products, and yield The reactants are CCOC(C)=O, CN(C)C=O, CCC=O, O=[N+]([O-])N=C1NCCN1, O. The product is CC=CN1CCNC1=N[N+](=O)[O-]. Reaction SMILES: [CH3:15][CH2:16][O:17][C:18](=[O:19])[CH3:20].[CH3:21][N:22]([CH3:23])[CH:24]=[O:25].[CH:10]([CH2:11][CH3:12])=[O:13].[N+:1](=[O:2])([O-:3])[N:4]=[C:5]1[NH:6][CH2:7][CH2:8][NH:9]1.[OH2:14]>>[N+:1](=[O:2])([O-:3])[N:4]=[C:5]1[N:6]([CH:10]=[CH:11][CH3:12])[CH2:7][CH2:8][NH:9]1. Reactants: C(C1=CC=CC=C1)N1C(=C(C2=CC(=CC=C12)C1=CC=C(C=C1)O)CCCCC)C1=CC=CC=C1 (4-(1-benzyl-3-pentyl-2-phenyl-1H-indol-5-yl)-phenol), C(=O)([O-])[O-].[K+].[K+] (K2CO3), BrCC(=O)OC (methyl bromoacetate). Run in CC(=O)C (acetone). The product is COC(COC1=CC=C(C=C1)C=1C=C2C(=C(N(C2=CC1)CC1=CC=CC=C1)C1=CC=CC=C1)CCCCC)=O ([4-(1-Benzyl-3-pentyl-2-phenyl-1H-indol-5-yl)-phenoxy]-acetic acid methyl ester), product. The yield is 85.0%. RXN SMILES: [CH2:1]([N:8]1[C:16]2[C:11](=[CH:12][C:13]([C:17]3[CH:22]=[CH:21][C:20]([OH:23])=[CH:19][CH:18]=3)=[CH:14][CH:15]=2)[C:10]([CH2:24][CH2:25][CH2:26][CH2:27][CH3:28])=[C:9]1[C:29]1[CH:34]=[CH:33][CH:32]=[CH:31][CH:30]=1)[C:2]1[CH:7]=[CH:6][CH:5]=[CH:4][CH:3]=1.C([O-])([O-])=O.[K+].[K+].Br[CH2:42][C:43]([O:45][CH3:46])=[O:44]>CC(C)=O>[CH3:46][O:45][C:43](=[O:44])[CH2:42][O:23][C:20]1[CH:21]=[CH:22][C:17]([C:13]2[CH:12]=[C:11]3[C:16](=[CH:15][CH:14]=2)[N:8]([CH2:1][C:2]2[CH:3]=[CH:4][CH:5]=[CH:6][CH:7]=2)[C:9]([C:29]2[CH:30]=[CH:31][CH:32]=[CH:33][CH:34]=2)=[C:10]3[CH2:24][CH2:25][CH2:26][CH2:27][CH3:28])=[CH:18][CH:19]=1 |f:1.2.3|. Procedure details: The desired product was prepared using a procedure similar to step 1 of example 4. Thus, 4-(1-benzyl-3-pentyl-2-phenyl-1H-indol-5-yl)-phenol (0.300 g, 0.673 mmol) was reacted with K2CO3 (0.121 g, 0.875 mmol) and methyl bromoacetate (0.134 g, 0.875 mmol) in acetone (10 ml) to give the product (0.296 g, 0.572 mmol, 85%) as a white, waxy solid, mp 106-109° C. 1H NMR (DMSO-d6) δ 0.72 (t, J=7.0 Hz, 3H), 1.09-1.19 (m, 4H), 1.49-1.56 (m, 2H), 2.64 (t, J=7.5 Hz, 2H), 3.68 (s, 3H), 4.79 (s, 2H), 5.23 (s,... The reactants are ClC(Cl)(Cl)Cl, [O-][Cl+3]([O-])([O-])O, O=C1CCC(=O)N1Cl, [Na+], O=C([O-])O, N#CCc1ccsc1. Product: N#CCc1ccsc1Cl. Reaction SMILES: [C:27]([Cl:28])([Cl:29])([Cl:30])[Cl:31].[Cl+3:1]([OH:2])([O-:3])([O-:4])[O-:5].[Cl:6][N:7]1[C:8](=[O:9])[CH2:10][CH2:11][C:12]1=[O:13].[Na+:26].[O-:22][C:23]([OH:24])=[O:25].[s:14]1[cH:15][c:16]([CH2:19][C:20]#[N:21])[cH:17][cH:18]1>>[Cl:6][c:15]1[s:14][cH:18][cH:17][c:16]1[CH2:19][C:20]#[N:21].